This data is from the Open Reaction Database (ORD), a public repository of structured organic reaction records. The task is: describe an organic reaction: reactants, conditions, products, and yield Starting materials: CN(C=NC=1SC=C(C1C#N)Cl)C (N,N-dimethyl-N'-(4-chloro-3-cyano-thien-2-yl)-formamidine), [N+](=O)(O)[O-] (nitric acid). Reaction conditions: time 1 hour. The product is 18.8, CN(C=NC=1SC(=C(C1C#N)Cl)[N+](=O)[O-])C (N,N-dimethyl-N'-(4-chloro-3-cyano-5-nitrothien-2-yl)-formamidine). Isolated yield 73.0%. As a reaction SMILES: [CH3:1][N:2]([CH3:13])[CH:3]=[N:4][C:5]1[S:6][CH:7]=[C:8]([Cl:12])[C:9]=1[C:10]#[N:11].[N+:14]([O-])([OH:16])=[O:15]>>[CH3:1][N:2]([CH3:13])[CH:3]=[N:4][C:5]1[S:6][C:7]([N+:14]([O-:16])=[O:15])=[C:8]([Cl:12])[C:9]=1[C:10]#[N:11]. Procedure details: 21.3 parts of N,N-dimethyl-N'-(4-chloro-3-cyano-thien-2-yl)-formamidine are introduced into 100 parts of 100% strength nitric acid, while cooling with ice. The mixture is stirred for 1 hour at room temperature, after which the product is precipitated by pouring the mixture onto ice water, and the precipitate formed is filtered off under suction, washed with water and dried to give 18.8 parts (73% of theory) of N,N-dimethyl-N'-(4-chloro-3-cyano-5-nitrothien-2-yl)-formamidine. Decomposition temper... The reactants are O=C([O-])[O-], CN1CCCC1=O, [Cs+], [Cs+], O=C1CCC(c2cccnc2F)CC1, O, Oc1ccc(Nc2nc3ccccc3s2)cc1. RXN SMILES: [C:32](=[O:33])([O-:34])[O-:35].[CH3:38][N:39]1[CH2:40][CH2:41][CH2:42][C:43]1=[O:44].[Cs+:36].[Cs+:37].[F:1][c:2]1[n:3][cH:4][cH:5][cH:6][c:7]1[CH:8]1[CH2:9][CH2:10][C:11](=[O:14])[CH2:12][CH2:13]1.[OH2:45].[s:15]1[c:16]([NH:24][c:25]2[cH:26][cH:27][c:28]([OH:31])[cH:29][cH:30]2)[n:17][c:18]2[c:19]1[cH:20][cH:21][cH:22][cH:23]2>>[c:2]1([O:31][c:28]2[cH:27][cH:26][c:25]([NH:24][c:16]3[s:15][c:19]4[c:18]([n:17]3)[cH:23][cH:22][cH:21][cH:20]4)[cH:30][cH:29]2)[n:3][cH:4][cH:5][cH:6][c:7]1[CH:8]1[CH2:9][CH2:10][C:11](=[O:14])[CH2:12][CH2:13]1. Yields the product O=C1CCC(c2cccnc2Oc2ccc(Nc3nc4ccccc4s3)cc2)CC1. Reactants: O[C@H]1C[C@H]([C@@H]([C@H]1C\C=C/CCCC(=O)O)\C=C\[C@H](COC1=CC(=CC=C1)C(F)(F)F)O[Si](CC)(CC)CC)O[Si](CC)(CC)CC ((Z)-7-((1R,2R,3R,5S)-5-hydroxy-3-((triethylsilyl)oxy)-2-((R,E)-3-((triethylsilyl)oxy)-4-(3-(trifluoromethyl)phenoxy)but-1-en-1-yl)cyclopentyl)hept-5-enoic acid), FC(C=1C=C(OC[C@@H](/C=C/[C@@H]2[C@H]([C@H](C[C@H]2O[Si](CC)(CC)CC)O)C\C=C/CCCC(=O)O)O[Si](CC)(CC)CC)C=CC1)(F)F ((5Z)-7-((1R,2R,3R,5S)-2-((R,E)-4-(3-(trifluoromethyl)phenoxy)-3-(triethylsilyloxy)but-1-enyl)-5-hydroxy-3-(triethylsilyloxy)cyclopentyl)hept-5-enoic acid), C(C1=CC=CC=C1)(=O)Cl (benzoyl chloride). Reagents/catalysts: CN(C1=CC=NC=C1)C (4-dimethylaminopyridine). The solvent is C(Cl)Cl (methylene chloride), C(Cl)Cl (methylene chloride). Reaction conditions: time 1 hour. Product: C(C)[Si](O[C@H]1[C@@H]([C@@H]2[C@@H](OC(CCC\C=C/C2)=O)C1)\C=C\[C@H](COC1=CC(=CC=C1)C(F)(F)F)O[Si](CC)(CC)CC)(CC)CC ((8aR,9R,10R,11aS,Z)-10-(triethylsilyloxy)-9-((3R,E)-3-(triethylsilyloxy)-4-(3-(trifluoromethyl)phenoxy)but-1-en-1-yl)-4,5,8,8a,9,10,11,11a-octahydrocyclopenta[b]oxecin-2(3H)-one). Yield: 61.4%. RXN SMILES: O[C@@H:2]1[C@H:6]([CH2:7]/[CH:8]=[CH:9]\[CH2:10][CH2:11][CH2:12][C:13]([OH:15])=[O:14])[C@@H:5](/[CH:16]=[CH:17]/[C@@H:18]([O:31][Si:32]([CH2:37][CH3:38])([CH2:35][CH3:36])[CH2:33][CH3:34])[CH2:19][O:20][C:21]2[CH:26]=[CH:25][CH:24]=[C:23]([C:27]([F:30])([F:29])[F:28])[CH:22]=2)[C@H:4]([O:39][Si:40]([CH2:45][CH3:46])([CH2:43][CH3:44])[CH2:41][CH3:42])[CH2:3]1.C(Cl)(=O)C1C=CC=CC=1>C(Cl)Cl.CN(C)C1C=CN=CC=1>[CH2:45]([Si:40]([CH2:41][CH3:42])([CH2:43][CH3:44])[O:39][C@@H:4]1[CH2:3][C@@H:2]2[O:14][C:13](=[O:15])[CH2:12][CH2:11][CH2:10][CH:9]=[CH:8][CH2:7][C@@H:6]2[C@H:5]1/[CH:16]=[CH:17]/[C@@H:18]([O:31][Si:32]([CH2:37][CH3:38])([CH2:35][CH3:36])[CH2:33][CH3:34])[CH2:19][O:20][C:21]1[CH:26]=[CH:25][CH:24]=[C:23]([C:27]([F:30])([F:29])[F:28])[CH:22]=1)[CH3:46]. Procedure details: To a solution of (Z)-7-((1R,2R,3R,5S)-5-hydroxy-3-((triethylsilyl)oxy)-2-((R,E)-3-((triethylsilyl)oxy)-4-(3-(trifluoromethyl)phenoxy)but-1-en-1-yl)cyclopentyl)hept-5-enoic acid (1.5 g, 2.19 mmole) and N,N-diisopropylethylamine (0.48 g from Example 16) in methylene chloride (30 mL) at room temperature under nitrogen, benzoyl chloride (0.30 g, 2.13 mmole) was added and the resulting mixture was stirred for 1 hr at room temperature. The reaction mixture was cooled to −15 to −20° C. and a solution o... The reactants are COC=1C=C2C=C(N(C2=CC1)C1=CC=CC=C1)C(=O)OC (5-methoxy-1-phenyl-1H-indole-2-carboxylic acid, methyl ester), S(=O)(Cl)Cl (thionyl chloride), CCCCCC (hexane). Solvent: CCOCC (ether). The product is ClS(=O)C1=C(N(C2=CC=C(C=C12)OC)C1=CC=CC=C1)C(=O)OC (3-(chlorosulfinyl)-5-methoxy-1-phenyl-1H-indole-2-carboxylic acid, methyl ester). The yield is 58.9%. Reaction SMILES: [CH3:1][O:2][C:3]1[CH:4]=[C:5]2[C:9](=[CH:10][CH:11]=1)[N:8]([C:12]1[CH:17]=[CH:16][CH:15]=[CH:14][CH:13]=1)[C:7]([C:18]([O:20][CH3:21])=[O:19])=[CH:6]2.[S:22](Cl)([Cl:24])=[O:23].CCCCCC>CCOCC>[Cl:24][S:22]([C:6]1[C:5]2[C:9](=[CH:10][CH:11]=[C:3]([O:2][CH3:1])[CH:4]=2)[N:8]([C:12]2[CH:17]=[CH:16][CH:15]=[CH:14][CH:13]=2)[C:7]=1[C:18]([O:20][CH3:21])=[O:19])=[O:23]. Reported procedure: A mixture of 4.0 g (0.014 mole) of 5-methoxy-1-phenyl-1H-indole-2-carboxylic acid, methyl ester in 7.0 ml (11.4 g; 0.096 mole) of thionyl chloride (under a nitrogen atmosphere) was stirred at ambient temperature for ten minutes. After the addition of 50 ml of 20% hexane in ether solution, the new mixture was cooled in ice for 30 minutes to precipitate the crude intermediate sulfinyl chloride. The solid was filtered and washed with hexane to yield 3.0 g (63% crude yield) of 3-(chlorosulfinyl)-5-m... Reactants: FC(C(O)C1=NC(=NC=2N(COCC21)C2=C(C=C(C=C2C)C)C)C)(F)F (2,2,2-trifluoro-1-[7-methyl-1-(2,4,6-trimethyl-phenyl)-1,4-dihydro-2H-pyrimido[4,5-d][1,3]oxazin-5yl]-ethanol), CN=C=O (methyl isocyanate), CN(C)C1=NC=CC=C1 (dimethylaminopyridine). Solvent: ClCCl (dichloromethane). Yields the product FC(C(C1=NC(=NC=2N(COCC21)C2=C(C=C(C=C2C)C)C)C)OC(NC)=O)(F)F (Methyl-carbamic acid 2,2,2-trifluoro-1-[7-methyl-1-(2,4,6-trimethyl-phenyl)-1,4-dihydro-2H-pyrimido[4,5-d][1,3]oxazin-5-yl]-ethyl ester). Reaction SMILES: [F:1][C:2]([F:26])([F:25])[CH:3]([C:5]1[C:14]2[CH2:13][O:12][CH2:11][N:10]([C:15]3[C:20]([CH3:21])=[CH:19][C:18]([CH3:22])=[CH:17][C:16]=3[CH3:23])[C:9]=2[N:8]=[C:7]([CH3:24])[N:6]=1)[OH:4].[CH3:27][N:28]=[C:29]=[O:30].CN(C1C=CC=CN=1)C>ClCCl>[F:26][C:2]([F:25])([F:1])[CH:3]([O:4][C:29](=[O:30])[NH:28][CH3:27])[C:5]1[C:14]2[CH2:13][O:12][CH2:11][N:10]([C:15]3[C:20]([CH3:21])=[CH:19][C:18]([CH3:22])=[CH:17][C:16]=3[CH3:23])[C:9]=2[N:8]=[C:7]([CH3:24])[N:6]=1. Reported procedure: A mixture of 2,2,2-trifluoro-1-[7-methyl-1-(2,4,6-trimethyl-phenyl)-1,4-dihydro-2H-pyrimido[4,5-d][1,3]oxazin-5yl]-ethanol (26 mg), methyl isocyanate (0.12 ml), dimethylaminopyridine (27 mg) in dichloromethane (2 ml) was heated at reflux for 2 hrs. The mixture was quenched with water and extracted with chloroform. The organic layer was separated, dried and concentrated to give the crude material which was purified by silica gel column chromatography using chloroform as eluent to give 21 mg of th...